Dataset: the Open Reaction Database (ORD), a public repository of structured organic reaction records. Task: describe an organic reaction: reactants, conditions, products, and yield The reactants are C1CCOC1, Cc1ccc2cccnc2c1, [Li]c1ccccc1. Product: Cc1ccc2ccc(-c3ccccc3)nc2c1. RXN SMILES: [CH2:19]1[O:20][CH2:21][CH2:22][CH2:23]1.[CH3:1][c:2]1[cH:3][cH:4][c:5]2[cH:6][cH:7][cH:8][n:9][c:10]2[cH:11]1.[Li:12][c:13]1[cH:14][cH:15][cH:16][cH:17][cH:18]1>>[CH3:1][c:2]1[cH:3][cH:4][c:5]2[cH:6][cH:7][c:8](-[c:13]3[cH:14][cH:15][cH:16][cH:17][cH:18]3)[n:9][c:10]2[cH:11]1. Reactants: CO, C[O-], [Cl-], O=[N+]([O-])c1cnc(Cl)c([N+](=O)[O-])c1, [NH4+], [Na+]. Yields the product COc1ncc([N+](=O)[O-])cc1[N+](=O)[O-]. Reaction SMILES: [CH3:19][OH:20].[CH3:1][O-:2].[Cl-:17].[Cl:4][c:5]1[n:6][cH:7][c:8]([N+:14](=[O:15])[O-:16])[cH:9][c:10]1[N+:11](=[O:12])[O-:13].[NH4+:18].[Na+:3]>>[CH3:1][O:2][c:5]1[n:6][cH:7][c:8]([N+:14](=[O:15])[O-:16])[cH:9][c:10]1[N+:11](=[O:12])[O-:13]. Reactants: C(C)(C)O (isopropanol), CCOCC (ether), C(#N)C=1C(=NC=C(C1)C1=CC=[N+](C=C1)[O-])N1CCOCC1 (3-Cyano-2-morpholino-5,4'-bipyridine-1'-oxide), Cl (HCl). Yields the product Cl.C(#N)C=1C(=NC=C(C1)C1=CC=[N+](C=C1)[O-])N1CCOCC1 (3-cyano-2-morpholino-5,4'-bipyridine-1'-oxide hydrochloride). RXN SMILES: [C:1]([C:3]1[C:4]([N:16]2[CH2:21][CH2:20][O:19][CH2:18][CH2:17]2)=[N:5][CH:6]=[C:7]([C:9]2[CH:14]=[CH:13][N+:12]([O-:15])=[CH:11][CH:10]=2)[CH:8]=1)#[N:2].C(O)(C)C.CCOCC.[ClH:31]>>[ClH:31].[C:1]([C:3]1[C:4]([N:16]2[CH2:21][CH2:20][O:19][CH2:18][CH2:17]2)=[N:5][CH:6]=[C:7]([C:9]2[CH:10]=[CH:11][N+:12]([O-:15])=[CH:13][CH:14]=2)[CH:8]=1)#[N:2] |f:4.5|. Reported procedure: 1 g 3-Cyano-2-morpholino-5,4'-bipyridine-1'-oxide is dissolved in 5 ml 2N HCl and mixed under cooling with isopropanol and ether, filtered off with suction and dried at 100° C. Yield: 0.9 g (79.8% of the theoretical yield), with a melting point of 222° C.-223° C. Starting materials: C(CC)C=1C(C=CC(C1)=O)=O (2-propyl-1,4-benzoquinone), COC1=CC=CCC1 (1-methoxy-1,3-cylcohexadiene), Cl (HCl). Solvent: CO (methanol), C1=CC=CC=C1 (benzene). Run at time 6 hour. Product: OC=1C(=CC2=C([C@H]3[C@@H](O2)CC(CC3)=O)C1)CCC ((4aS*,9bS*)-1,2,3,4,4a,9b-Hexahydro-8-hydroxy-7-propyldibenzofuran-3-one). Isolated yield 43.1%. As a reaction SMILES: [CH2:1]([C:4]1[C:5](=[O:11])[CH:6]=[CH:7][C:8](=[O:10])[CH:9]=1)[CH2:2][CH3:3].C[O:13][C:14]1[CH2:19][CH2:18][CH:17]=[CH:16][CH:15]=1.Cl>C1C=CC=CC=1.CO>[OH:11][C:5]1[C:4]([CH2:1][CH2:2][CH3:3])=[CH:9][C:8]2[O:10][C@H:16]3[CH2:15][C:14](=[O:13])[CH2:19][CH2:18][C@H:17]3[C:7]=2[CH:6]=1. Procedure: A solution of 1.08 g (7.2 mmol) of 2-propyl-1,4-benzoquinone and 2.20 g (20.0 mmol) of 1-methoxy-1,3-cylcohexadiene in 20 mL of benzene was heated at reflux for 2 h. The solution was concentrated in vacuo and the residue dried under high vacuum to afford a pale yellow oil. This material was dissolved in 20 mL of methanol and to that solution was added 1 mL of 2.0M HCl. The solution was stirred at room temperature for 6 hours, then was concentrated to about 5 mL volume. This was partitioned betwe...